Dataset: the Open Reaction Database (ORD), a public repository of structured organic reaction records. Task: describe an organic reaction: reactants, conditions, products, and yield As a reaction SMILES: [CH3:28][CH2:29][OH:30].[Cl:1][c:2]1[c:3]([F:25])[c:4]([F:24])[c:5]([N+:21]([O-:22])=[O:23])[c:6]2[c:7](=[O:20])[c:8]([C:15](=[O:16])[O:17][CH2:18][CH3:19])[cH:9][n:10]([CH:12]3[CH2:13][CH2:14]3)[c:11]12.[Cl:36][CH2:37][Cl:38].[H:26][H:27].[O:31]1[CH2:32][CH2:33][CH2:34][CH2:35]1>>[Cl:1][c:2]1[c:3]([F:25])[c:4]([F:24])[c:5]([NH2:21])[c:6]2[c:7](=[O:20])[c:8]([C:15](=[O:16])[O:17][CH2:18][CH3:19])[cH:9][n:10]([CH:12]3[CH2:13][CH2:14]3)[c:11]12. The product is CCOC(=O)c1cn(C2CC2)c2c(Cl)c(F)c(F)c(N)c2c1=O. The reactants are CCO, CCOC(=O)c1cn(C2CC2)c2c(Cl)c(F)c(F)c([N+](=O)[O-])c2c1=O, ClCCl, [H][H], C1CCOC1.